From a dataset of the Open Reaction Database (ORD), a public repository of structured organic reaction records. describe an organic reaction: reactants, conditions, products, and yield Starting materials: [Br-], CCCc1c(Cc2ccc(-c3ccccc3C#N)cc2)c(=O)n(C2CCC(OCC(=O)N(C)OC)CC2)c2ccnn12, C[Mg+], CCOC(C)=O, [Cl-], [NH4+], C1CCOC1. The product is CCCc1c(Cc2ccc(-c3ccccc3C#N)cc2)c(=O)n(C2CCC(OCC(C)O)CC2)c2ccnn12. RXN SMILES: [Br-:43].[C:1](#[N:2])[c:3]1[c:4](-[c:9]2[cH:10][cH:11][c:12]([CH2:15][c:16]3[c:17](=[O:42])[n:18]([CH:28]4[CH2:29][CH2:30][CH:31]([O:34][CH2:35][C:36](=[O:37])[N:38]([O:39][CH3:40])[CH3:41])[CH2:32][CH2:33]4)[c:19]4[n:20]([c:21]3[CH2:22][CH2:23][CH3:24])[n:25][cH:26][cH:27]4)[cH:13][cH:14]2)[cH:5][cH:6][cH:7][cH:8]1.[CH3:44][Mg+:45].[CH3:46][CH2:47][O:48][C:49](=[O:50])[CH3:51].[Cl-:52].[NH4+:53].[O:54]1[CH2:55][CH2:56][CH2:57][CH2:58]1>>[C:1](#[N:2])[c:3]1[c:4](-[c:9]2[cH:10][cH:11][c:12]([CH2:15][c:16]3[c:17](=[O:42])[n:18]([CH:28]4[CH2:29][CH2:30][CH:31]([O:34][CH2:35][CH:36]([OH:37])[CH3:46])[CH2:32][CH2:33]4)[c:19]4[n:20]([c:21]3[CH2:22][CH2:23][CH3:24])[n:25][cH:26][cH:27]4)[cH:13][cH:14]2)[cH:5][cH:6][cH:7][cH:8]1. Run in C1(=CC=CC=C1)C (toluene). Procedure: A solution of (4-bromophenyl)[4-(methylsulfonyl)phenyl]methanone (202 mg, 0.59 mmol), L-leucine methyl ester hydrochloride (328 mg, 2.0 mmol) and camphor sulfonic acid (52 mg, 0.22 mmol) in toluene was refluxed for 18 hours using a Dean-Stark trap. The solvent was removed in vacuo and the resulting residue was purified by chromatography using EtOAc and hexane as eluant to give a 1:1 mixture of the title compound and the starting (4-bromophenyl)[4-(methylsulfonyl)phenyl]methanone. RXN SMILES: [Br:1][C:2]1[CH:7]=[CH:6][C:5]([C:8]([C:10]2[CH:15]=[CH:14][C:13]([S:16]([CH3:19])(=[O:18])=[O:17])=[CH:12][CH:11]=2)=O)=[CH:4][CH:3]=1.Cl.[CH3:21][O:22][C:23](=[O:30])[C@H:24]([CH2:26][CH:27]([CH3:29])[CH3:28])[NH2:25].C12(CS(O)(=O)=O)C(C)(C)C(CC1)CC2=O>C1(C)C=CC=CC=1>[Br:1][C:2]1[CH:7]=[CH:6][C:5]([C:8]([C:10]2[CH:15]=[CH:14][C:13]([S:16]([CH3:19])(=[O:18])=[O:17])=[CH:12][CH:11]=2)=[N:25][C@H:24]([C:23]([O:22][CH3:21])=[O:30])[CH2:26][CH:27]([CH3:29])[CH3:28])=[CH:4][CH:3]=1 |f:1.2|. Yields the product BrC1=CC=C(C=C1)C(=N[C@@H](CC(C)C)C(=O)OC)C1=CC=C(C=C1)S(=O)(=O)C (Methyl N-{(4-bromophenyl)[4-(methylsulfonyl)phenyl]methylene}-L-leucinate). Starting materials: BrC1=CC=C(C=C1)C(=O)C1=CC=C(C=C1)S(=O)(=O)C ((4-bromophenyl)[4-(methylsulfonyl)phenyl]methanone), Cl.COC([C@@H](N)CC(C)C)=O (L-leucine methyl ester hydrochloride), C12(C(=O)CC(CC1)C2(C)C)CS(=O)(=O)O (camphor sulfonic acid). Reactants: ClC(=O)SCl (Chlorocarbonyl sulphenyl chloride), COC1=CC=C(C(=O)N)C=C1 (4-methoxybenzamide), Cl (hydrogen chloride). Product: COC1=CC=C(C=C1)C1=NSC(O1)=O (5-(4-methoxyphenyl)-[1,3,4]oxathiazolin-2-one). Isolated yield 64.1%. Reaction SMILES: Cl[C:2]([S:4]Cl)=[O:3].[CH3:6][O:7][C:8]1[CH:16]=[CH:15][C:11]([C:12]([NH2:14])=[O:13])=[CH:10][CH:9]=1.Cl>>[CH3:6][O:7][C:8]1[CH:16]=[CH:15][C:11]([C:12]2[O:13][C:2](=[O:3])[S:4][N:14]=2)=[CH:10][CH:9]=1. Procedure: Chlorocarbonyl sulphenyl chloride (13.2 g, 0.10 mol) is added dropwise to a stirred solution of 4-methoxybenzamide (13.8 g, 0.091 mol) under dry nitrogen at room temperature. When the addition is complete, the mixture is refluxed for 8 hours, during which time hydrogen chloride gas is evolved. The solution is allowed to cool to room temperature and the solvent is removed in vacuo. The residue is triturated with methyl tert.-butyl ether and the crystalline solid is filtered off and dried, to give...